This data is from the Open Reaction Database (ORD), a public repository of structured organic reaction records. The task is: describe an organic reaction: reactants, conditions, products, and yield Reactants: CCOC(=O)C=C(C)Cl, CC(C)(C)[O-], Oc1cccc(F)c1F, [K+], C1CCOC1. Yields the product CCOC(=O)C=C(C)Oc1cccc(F)c1F. RXN SMILES: [CH2:16]([CH3:17])[O:18][C:19]([CH:20]=[C:21]([CH3:22])[Cl:23])=[O:24].[CH3:1][C:2]([CH3:3])([O-:4])[CH3:5].[F:7][c:8]1[c:9]([OH:15])[cH:10][cH:11][cH:12][c:13]1[F:14].[K+:6].[O:25]1[CH2:26][CH2:27][CH2:28][CH2:29]1>>[F:7][c:8]1[c:9]([O:15][C:21](=[CH:20][C:19]([O:18][CH2:16][CH3:17])=[O:24])[CH3:22])[cH:10][cH:11][cH:12][c:13]1[F:14]. Reactants: BrC=1C=CC=C2C=CC=C(C12)C(=O)O (8-bromo-1-naphthalenecarboxylic acid), C(C(=O)Cl)(=O)Cl (oxalyl chloride), Cl.FC1=CC=C(C=C1)C(C(CC1=CC=C(C=C1)C(F)(F)F)N)O ((1RS,2SR)-1-(4-fluorophenyl)-1-hydroxy-3-(4-(trifluoromethyl)phenyl)-2-propylamine hydrochloride), C(O)([O-])=O.[Na+] (sodium hydrogen carbonate). The solvent is O1CCCC1 (tetrahydrofuran), CN(C=O)C (N,N-dimethylformamide), O (water). Conditions: time 30 minute. The product is BrC=1C=CC=C2C=CC=C(C12)C(=O)NC(C(O)C1=CC=C(C=C1)F)CC1=CC=C(C=C1)C(F)(F)F (8-bromo-N-((1RS,2SR)-2-(4-fluorophenyl)-2-hydroxy-1-((4-(trifluoromethyl)phenyl)methyl)ethyl)-1-naphthalenecarboxamide). Isolated yield 28.5%. RXN SMILES: [Br:1][C:2]1[CH:3]=[CH:4][CH:5]=[C:6]2[C:11]=1[C:10]([C:12]([OH:14])=O)=[CH:9][CH:8]=[CH:7]2.C(Cl)(=O)C(Cl)=O.Cl.[F:22][C:23]1[CH:28]=[CH:27][C:26]([CH:29]([OH:43])[CH:30]([NH2:42])[CH2:31][C:32]2[CH:37]=[CH:36][C:35]([C:38]([F:41])([F:40])[F:39])=[CH:34][CH:33]=2)=[CH:25][CH:24]=1.C(=O)([O-])O.[Na+]>O1CCCC1.O.CN(C)C=O>[Br:1][C:2]1[CH:3]=[CH:4][CH:5]=[C:6]2[C:11]=1[C:10]([C:12]([NH:42][CH:30]([CH2:31][C:32]1[CH:37]=[CH:36][C:35]([C:38]([F:41])([F:39])[F:40])=[CH:34][CH:33]=1)[CH:29]([C:26]1[CH:27]=[CH:28][C:23]([F:22])=[CH:24][CH:25]=1)[OH:43])=[O:14])=[CH:9][CH:8]=[CH:7]2 |f:2.3,4.5|. Reported procedure: To a solution of 8-bromo-1-naphthalenecarboxylic acid (161 mg, 0.64-mmol) in tetrahydrofuran (5 ml) were added oxalyl chloride (0.11 ml, 1.72 mmol) and N,N-dimethylformamide (0.01 ml), and the mixture was stirred at room temperature for 30 min. The reaction solution was evaporated under reduced pressure. To a solution of the residue in ethyl acetate (5 ml). were added (1RS,2SR)-1-(4-fluorophenyl)-1-hydroxy-3-(4-(trifluoromethyl)phenyl)-2-propylamine hydrochloride (150 mg, 0.43 mmol) and saturate... The reactants are N1(CCC1)C(COC1=C(C=C(C=C1)[N+](=O)[O-])OC)=O (1-azetidin-1-yl-2-(2-methoxy-4-nitro-phenoxy)-ethanone), B (borane). The solvent is C1CCOC1 (THF). Conditions: temperature 50 celsius, time 18 hour. Product: COC1=C(OCCN2CCC2)C=CC(=C1)[N+](=O)[O-] (1-[2-(2-methoxy-4-nitro-phenoxy)-ethyl]-azetidine). The yield is 38.0%. Reaction SMILES: [N:1]1([C:5](=O)[CH2:6][O:7][C:8]2[CH:13]=[CH:12][C:11]([N+:14]([O-:16])=[O:15])=[CH:10][C:9]=2[O:17][CH3:18])[CH2:4][CH2:3][CH2:2]1.B>C1COCC1>[CH3:18][O:17][C:9]1[CH:10]=[C:11]([N+:14]([O-:16])=[O:15])[CH:12]=[CH:13][C:8]=1[O:7][CH2:6][CH2:5][N:1]1[CH2:4][CH2:3][CH2:2]1. Reported procedure: This amide was dissolved in THF (15 ml) then borane (5.6 ml, 1M solution in THF) was introduced. The reaction mixture was stirred for 18 hours at 50° C. under argon. Excess borane was quenched by the dropwise addition of MeOH then aq HCl (2M, 200 ul). The solvent was removed in vacuo and the residual oil partitioned between ethyl acetate and a saturated solution of aqueous sodium bicarbonate (20 ml). The aqueous phase was extracted with ethyl acetate (3×50 ml). The combined ethyl acetate layers ... The reactants are NC=1SC(=C(N1)C(=O)N1[C@@H]([C@H]2C[C@H]2C1)CN)C1=CC(=CC=C1)F ([2-Amino-5-(3-fluoro-phenyl)-thiazol-4-yl]-((1S,2S,5R)-2-aminomethyl-3-aza-bicyclo[3.1.0]hex-3-yl)-methanone), CN1N=C(C2=CC=CC=C12)C(=O)O (1-Methyl-1H-indazole-3-carboxylic acid). Yields the product NC=1SC(=C(N1)C(=O)N1[C@@H]([C@H]2C[C@H]2C1)CNC(=O)C1=NN(C2=CC=CC=C12)C)C1=CC(=CC=C1)F (1-Methyl-1H-indazole-3-carboxylic Acid{(1S,2S,5R)-3-[2-amino-5-(3-fluoro-phenyl)-thiazole-4-carbonyl]-3-aza-bicyclo[3.1.0]hex-2-ylmethyl}-amide). As a reaction SMILES: [NH2:1][C:2]1[S:3][C:4]([C:17]2[CH:22]=[CH:21][CH:20]=[C:19]([F:23])[CH:18]=2)=[C:5]([C:7]([N:9]2[CH2:14][C@H:13]3[C@H:11]([CH2:12]3)[C@H:10]2[CH2:15][NH2:16])=[O:8])[N:6]=1.[CH3:24][N:25]1[C:33]2[C:28](=[CH:29][CH:30]=[CH:31][CH:32]=2)[C:27]([C:34](O)=[O:35])=[N:26]1>>[NH2:1][C:2]1[S:3][C:4]([C:17]2[CH:22]=[CH:21][CH:20]=[C:19]([F:23])[CH:18]=2)=[C:5]([C:7]([N:9]2[CH2:14][C@H:13]3[C@H:11]([CH2:12]3)[C@H:10]2[CH2:15][NH:16][C:34]([C:27]2[C:28]3[C:33](=[CH:32][CH:31]=[CH:30][CH:29]=3)[N:25]([CH3:24])[N:26]=2)=[O:35])=[O:8])[N:6]=1. Procedure: prepared by reaction of [2-Amino-5-(3-fluoro-phenyl)-thiazol-4-yl]-((1S,2S,5R)-2-aminomethyl-3-aza-bicyclo[3.1.0]hex-3-yl)-methanone with 1-Methyl-1H-indazole-3-carboxylic acid. LC-MS (basic): tR=0.81 min; [M+H]+=491.2. RXN SMILES: [Br:1][c:2]1[cH:3][c:4]([OH:8])[cH:5][cH:6][cH:7]1.[C:17](=[O:18])([O-:19])[O-:20].[CH3:28][CH2:29][O:30][C:31]([CH3:32])=[O:33].[Cl:9][C:10]([C:11]([O-:12])=[O:13])([F:14])[F:15].[Cs+:21].[Cs+:22].[Na+:16].[O:23]=[CH:24][N:25]([CH3:26])[CH3:27]>>[Br:1][c:2]1[cH:3][c:4]([O:8][CH:10]([F:14])[F:15])[cH:5][cH:6][cH:7]1. Yields the product FC(F)Oc1cccc(Br)c1. Starting materials: Oc1cccc(Br)c1, O=C([O-])[O-], CCOC(C)=O, O=C([O-])C(F)(F)Cl, [Cs+], [Cs+], [Na+], CN(C)C=O. RXN SMILES: [CH2:24]1[O:25][CH2:26][CH2:27][CH2:28]1.[CH3:1][c:2]1[s:3][cH:4][c:5](-[c:7]2[cH:8][c:9](=[O:21])[o:10][c:11]3[cH:12][c:13]([C:17](=[O:18])[O:19][CH3:20])[cH:14][cH:15][c:16]23)[n:6]1.[Li+:22].[OH-:23]>>[CH3:1][c:2]1[s:3][cH:4][c:5](-[c:7]2[cH:8][c:9](=[O:21])[o:10][c:11]3[cH:12][c:13]([C:17](=[O:18])[OH:19])[cH:14][cH:15][c:16]23)[n:6]1. The reactants are C1CCOC1, COC(=O)c1ccc2c(-c3csc(C)n3)cc(=O)oc2c1, [Li+], [OH-]. Yields the product Cc1nc(-c2cc(=O)oc3cc(C(=O)O)ccc23)cs1.